From a dataset of the Open Reaction Database (ORD), a public repository of structured organic reaction records. describe an organic reaction: reactants, conditions, products, and yield Reactants: Cc1c(-c2ccc(O)cc2)n(-c2ccc(Cl)cc2Cl)c2ccn(N3CCCCC3)c(=O)c12, O=S(=O)(Cl)CCC(F)(F)F, c1ccncc1. The product is Cc1c(-c2ccc(OS(=O)(=O)CCC(F)(F)F)cc2)n(-c2ccc(Cl)cc2Cl)c2ccn(N3CCCCC3)c(=O)c12. As a reaction SMILES: [Cl:11][c:12]1[c:13](-[n:19]2[c:20](-[c:36]3[cH:37][cH:38][c:39]([OH:42])[cH:40][cH:41]3)[c:21]([CH3:35])[c:22]3[c:23](=[O:34])[n:24]([N:28]4[CH2:29][CH2:30][CH2:31][CH2:32][CH2:33]4)[cH:25][cH:26][c:27]23)[cH:14][cH:15][c:16]([Cl:18])[cH:17]1.[F:1][C:2]([CH2:3][CH2:4][S:5](=[O:6])(=[O:7])[Cl:8])([F:9])[F:10].[cH:43]1[cH:44][cH:45][n:46][cH:47][cH:48]1>>[F:1][C:2]([CH2:3][CH2:4][S:5](=[O:6])(=[O:7])[O:42][c:39]1[cH:38][cH:37][c:36](-[c:20]2[n:19](-[c:13]3[c:12]([Cl:11])[cH:17][c:16]([Cl:18])[cH:15][cH:14]3)[c:27]3[c:22]([c:21]2[CH3:35])[c:23](=[O:34])[n:24]([N:28]2[CH2:29][CH2:30][CH2:31][CH2:32][CH2:33]2)[cH:25][cH:26]3)[cH:41][cH:40]1)([F:9])[F:10]. Reaction SMILES: Cl.[O:2](CCCNC(C)(C)CC1C=CC(OC)=CC=1)[C:3]1C=CC=CC=1.Cl.OC(COC1C=CC(C(C)(C)C)=CC=1)CNC(C)(C)CC1C=CC(OC)=CC=1.Cl.OC(COC1C=CC([Cl:79])=CC=1)CNC(C)(C)CC1C=CC(OC)=CC=1.Cl.OC(COC1C2C(=CC=CC=2)C=CC=1)CNC(C)(C)CC1C=CC(OC)=CC=1.Cl.[OH:110][CH:111]([CH2:126][O:127][C:128]1[CH:133]=[CH:132][C:131]([O:134][CH3:135])=[CH:130][CH:129]=1)[CH2:112][NH:113][C:114]([CH3:125])([CH3:124])[CH2:115][C:116]1[CH:121]=[CH:120][C:119]([O:122][CH3:123])=[CH:118][CH:117]=1>>[ClH:79].[OH:110][CH:111]([CH2:126][O:127][C:128]1[CH:133]=[CH:132][C:131]([O:134][CH3:135])=[C:130]([O:2][CH3:3])[CH:129]=1)[CH2:112][NH:113][C:114]([CH3:125])([CH3:124])[CH2:115][C:116]1[CH:117]=[CH:118][C:119]([O:122][CH3:123])=[CH:120][CH:121]=1 |f:0.1,2.3,4.5,6.7,8.9,10.11|. Product: Cl.OC(CNC(CC1=CC=C(C=C1)OC)(C)C)COC1=CC(=C(C=C1)OC)OC (N-[2-hydroxy-3-(3,4-dimethoxy-phenoxy)propyl]-1,1-dimethyl-2-(4-methoxyphenyl)ethylamine Hydrochloride). Reported procedure: GC/EI-MS, m/z (rel. int.) 390 (M+, 0.0), 269 (17), 268 (100), 163 (6), 153 (5), 121 (21), 114 (17), 77 (5), 71 (19), 70 (17), 58 (7). The reactants are Cl.O(C1=CC=CC=C1)CCCNC(CC1=CC=C(C=C1)OC)(C)C (N-(3-Phenoxypropyl)-1,1-dimethyl-2-(4-methoxyphenyl)ethylamine Hydrochloride), ( 21 ), Cl.OC(CNC(CC1=CC=C(C=C1)OC)(C)C)COC1=CC=C(C=C1)OC (N-[2-Hydroxy-3-(4-methoxyphenoxy)propyl]-1,1-dimethyl-2-(4-methoxyphenyl)ethylamine Hydrochloride), Cl.OC(CNC(CC1=CC=C(C=C1)OC)(C)C)COC1=CC=C(C=C1)Cl (N-[2-Hydroxy-3-(4-chlorophenoxy)propyl]-1,1-dimethyl-2-(4-methoxyphenyl)ethylamine Hydrochloride), Cl.OC(CNC(CC1=CC=C(C=C1)OC)(C)C)COC1=CC=CC2=CC=CC=C12 (N-[2-Hydroxy-3-(1-naphthoxy)propyl]-1,1-dimethyl-2-(4-methoxyphenyl)ethylamine Hydrochloride), Cl.O(C1=CC=CC=C1)CCCNC(CC1=CC=C(C=C1)OC)(C)C (N-(3-Phenoxypropyl)-1,1-dimethyl-2-(4-methoxyphenyl)ethylamine Hydrochloride), Cl.OC(CNC(CC1=CC=C(C=C1)OC)(C)C)COC1=CC=C(C=C1)Cl (N-[2-Hydroxy-3-(4-chlorophenoxy)propyl]-1,1-dimethyl-2-(4-methoxyphenyl)ethylamine Hydrochloride), ( 100 ), Cl.OC(CNC(CC1=CC=C(C=C1)OC)(C)C)COC1=CC=C(C=C1)C(C)(C)C (N-[2-Hydroxy-3-(4-t-butylphenoxy)propyl]-1,1-dimethyl-2-(4-methoxyphenyl)ethylamine Hydrochloride), Cl.O(C1=CC=CC=C1)CCCNC(CC1=CC=C(C=C1)OC)(C)C (N-(3-Phenoxypropyl)-1,1-dimethyl-2-(4-methoxyphenyl)ethylamine Hydrochloride). The reactants are C1(=CC=CC=C1)N(C1=CC=CC=C1)C1=CC=CC=C1 (N,N,N-triphenylamine), CN(C=O)C (N,N-dimethylformamide), ice. Run at temperature 90 celsius. Product: C1(=CC=CC=C1)N(C1=CC=CC=C1)C1=CC=C(C=O)C=C1 (p-(N,N-diphenylamino)benzaldehyde). RXN SMILES: [C:1]1([N:7]([C:14]2[CH:19]=[CH:18][CH:17]=[CH:16][CH:15]=2)[C:8]2[CH:13]=[CH:12][CH:11]=[CH:10][CH:9]=2)[CH:6]=[CH:5][CH:4]=[CH:3][CH:2]=1.CN(C)[CH:22]=[O:23]>>[C:14]1([N:7]([C:1]2[CH:2]=[CH:3][C:4]([CH:22]=[O:23])=[CH:5][CH:6]=2)[C:8]2[CH:13]=[CH:12][CH:11]=[CH:10][CH:9]=2)[CH:15]=[CH:16][CH:17]=[CH:18][CH:19]=1. Procedure: 46 g of phosphoryl trichloride (POCl3) was added dropwise to 22 g of N,N-dimethylformamide while stirring on a ice bath, and the stirring was continued for about 1 hour to produce a sirupy Vilsmeier reagent. To this reagent, a solution containing 50 g of N,N,N-triphenylamine in 200 ml of N,N-dimethylformamide was added while maintaining on the ice bath. After continued the stirring for about 1 hour, the temperature of the bath was raised to about 90° C., and the mixture was stirred for 2 additio... Reactants: O=C([O-])[O-], COS(=O)(=O)OC, [K+], [K+], C1COCCO1, O, O=C(c1cccnc1Cl)N(O)C1CCCCC1. Product: CON(C(=O)c1cccnc1Cl)C1CCCCC1. Reaction SMILES: [C:1]([O-:2])([O-:3])=[O:4].[CH3:25][O:26][S:27]([O:28][CH3:29])(=[O:30])=[O:31].[K+:5].[K+:6].[O:32]1[CH2:33][CH2:34][O:35][CH2:36][CH2:37]1.[OH2:7].[OH:8][N:9]([C:10]([c:11]1[c:12]([Cl:17])[n:13][cH:14][cH:15][cH:16]1)=[O:18])[CH:19]1[CH2:20][CH2:21][CH2:22][CH2:23][CH2:24]1>>[CH3:1][O:4][N:9]([C:10]([c:11]1[c:12]([Cl:17])[n:13][cH:14][cH:15][cH:16]1)=[O:18])[CH:19]1[CH2:20][CH2:21][CH2:22][CH2:23][CH2:24]1. Starting materials: C1(CCCCC1)C1=C2N(C=3C=C(C=CC13)C(=O)OC)CC(N(CC1=C2OC=C1)CCN(C)C)=O (methyl 13-cyclohexyl-5-[2-(dimethylamino)ethyl]-6-oxo-4,5,6,7-tetra hydrofuro[3′,2′:6,7][1,4]diazocino[1,8-a]indole-10-carboxylate), S(C)C (Me2S). Run in C1CCOC1 (THF). Reaction conditions: time 2 hour. Yields the product C1(CCCCC1)C1=C2N(C=3C=C(C=CC13)C(=O)OC)CCN(CC1=C2OC=C1)CCN(C)C (methyl 13-cyclohexyl-5-[2-(dimethylamino)ethyl]4,5,6,7-tetrahydrofuro[3′,2′; 6,7][1,4]diazocino[1,8-a]indole-10-carboxylate). RXN SMILES: [CH:1]1([C:7]2[C:15]3[CH:14]=[CH:13][C:12]([C:16]([O:18][CH3:19])=[O:17])=[CH:11][C:10]=3[N:9]3[CH2:20][C:21](=O)[N:22]([CH2:29][CH2:30][N:31]([CH3:33])[CH3:32])[CH2:23][C:24]4[CH:28]=[CH:27][O:26][C:25]=4[C:8]=23)[CH2:6][CH2:5][CH2:4][CH2:3][CH2:2]1.S(C)C>C1COCC1>[CH:1]1([C:7]2[C:15]3[CH:14]=[CH:13][C:12]([C:16]([O:18][CH3:19])=[O:17])=[CH:11][C:10]=3[N:9]3[CH2:20][CH2:21][N:22]([CH2:29][CH2:30][N:31]([CH3:32])[CH3:33])[CH2:23][C:24]4[CH:28]=[CH:27][O:26][C:25]=4[C:8]=23)[CH2:6][CH2:5][CH2:4][CH2:3][CH2:2]1. Procedure details: To a solution of methyl 13-cyclohexyl-5-[2-(dimethylamino)ethyl]-6-oxo-4,5,6,7-tetra hydrofuro[3′,2′:6,7][1,4]diazocino[1,8-a]indole-10-carboxylate in THF (0.08 M), 10 eq of BH3.Me2S (2 M sol. in THF) were added and the mixture was stirred at RT for 2 h. The solution was carefully quenched by adding 1.25 M HCl in MeOH until effervescence subsided. Then the volatiles were driven off by boiling the mixture to dryness. The crude residue was used directly in the next step; MS (ES+) m/z 450 (M+H)+. The reactants are CO, Cn1cc(C(=O)NCCCO)c(Nc2ccc(C#CCO)cc2F)cc1=O. Product: Cn1cc(C(=O)NCCCO)c(Nc2ccc(CCCO)cc2F)cc1=O. As a reaction SMILES: [CH3:28][OH:29].[F:1][c:2]1[c:3]([NH:4][c:5]2[c:6]([C:13](=[O:14])[NH:15][CH2:16][CH2:17][CH2:18][OH:19])[cH:7][n:8]([CH3:12])[c:9](=[O:11])[cH:10]2)[cH:20][cH:21][c:22]([C:24]#[C:25][CH2:26][OH:27])[cH:23]1>>[F:1][c:2]1[c:3]([NH:4][c:5]2[c:6]([C:13](=[O:14])[NH:15][CH2:16][CH2:17][CH2:18][OH:19])[cH:7][n:8]([CH3:12])[c:9](=[O:11])[cH:10]2)[cH:20][cH:21][c:22]([CH2:24][CH2:25][CH2:26][OH:27])[cH:23]1. The reactants are CN1C(N([C@@H](C1)C(=O)OCC1=CC=CC=C1)C(=O)OCC1=CC=CC=C1)=O (benzyl (4S)-1-methyl-3-benzyloxycarbonyl-2-oxo-imidazolidine-4-carboxylate). The solvent is Br.C(C)(=O)O (hydrogen bromide acetic acid). Yields the product CN1C(N[C@@H](C1)C(=O)OCC1=CC=CC=C1)=O (benzyl (4S)-1-methyl-2-oxo-imidazolidine-4-carboxylate). The yield is 83.3%. As a reaction SMILES: [CH3:1][N:2]1[CH2:6][C@@H:5]([C:7]([O:9][CH2:10][C:11]2[CH:16]=[CH:15][CH:14]=[CH:13][CH:12]=2)=[O:8])[N:4](C(OCC2C=CC=CC=2)=O)[C:3]1=[O:27]>Br.C(O)(=O)C>[CH3:1][N:2]1[CH2:6][C@@H:5]([C:7]([O:9][CH2:10][C:11]2[CH:16]=[CH:15][CH:14]=[CH:13][CH:12]=2)=[O:8])[NH:4][C:3]1=[O:27] |f:1.2|. Reported procedure: 10 g of benzyl (4S)-1-methyl-3-benzyloxycarbonyl-2-oxo-imidazolidine-4-carboxylate and 40 ml of a hydrogen bromide-acetic acid solution are treated in the same manner as described in Preparation 4-(3), whereby 5.3 g of benzyl (4S)-1-methyl-2-oxo-imidazolidine-4-carboxylate are obtained as colorless crystals. Yield: 83.3% Reactants: O (H2O), FC1=CC=C(CBr)C=C1 (4-fluorobenzylbromide), C(C)(C)(C)OC(=O)N1CCC(CC1)CO (1-t-butoxycarbonyl-4-hydroxymethylpiperidine), [H-].[Na+] (NaH). Run in C1CCOC1 (THF). Conditions: time 3.5 hour. Yields the product C(C)(C)(C)OC(=O)N1CCC(CC1)COCC1=CC=C(C=C1)F (1-t-Butoxycarbonyl-4-(4-fluorobenzyloxymethyl)piperidine). Yield: 96.2%. Reaction SMILES: [F:1][C:2]1[CH:9]=[CH:8][C:5]([CH2:6]Br)=[CH:4][CH:3]=1.[C:10]([O:14][C:15]([N:17]1[CH2:22][CH2:21][CH:20]([CH2:23][OH:24])[CH2:19][CH2:18]1)=[O:16])([CH3:13])([CH3:12])[CH3:11].[H-].[Na+].O>C1COCC1>[C:10]([O:14][C:15]([N:17]1[CH2:22][CH2:21][CH:20]([CH2:23][O:24][CH2:6][C:5]2[CH:8]=[CH:9][C:2]([F:1])=[CH:3][CH:4]=2)[CH2:19][CH2:18]1)=[O:16])([CH3:13])([CH3:12])[CH3:11] |f:2.3|. Procedure: To a solution of 0.75 g (6.02 mmol) of 4-fluorobenzylbromide and 0.58 g (2.7 mmol) of 1-t-butoxycarbonyl-4-hydroxymethylpiperidine in 5 mL of THF was added 0.136 g (5.4 mmol) of NaH in 3 portions over 30 min. After 3.5 h, 50 mL of H2O was added to the reaction mixture and it was extracted with ethyl acetate. The combined organic fractions were washed with sat'd Nacl solution, dried over MgSO4, filtered and the filtrate was concentrated. The residue was purified by chromatography (silica, hexanes... Isolated yield 18.0%. Reported procedure: The title compound was prepared from (S)-6-(2-hydroxy-2-methylpropyl)-6-phenyl-3-{(S)-1-[4-(4,4,5,5-tetramethyl-1,3,2-dioxaborolan-2-yl)phenyl]-ethyl}-1,3-oxazinan-2-one and 4-bromo-1-(tetrahydro-pyran-4-yl)-1H-pyrazole following a procedure analogous to that described in Example 1. Yield: 18% of theory; LC (method 3): tR=2.98 min; Mass spectrum (ESI+): m/z=504 [M+H]+. Starting materials: OC(C[C@@]1(CCN(C(O1)=O)[C@@H](C)C1=CC=C(C=C1)B1OC(C(O1)(C)C)(C)C)C1=CC=CC=C1)(C)C ((S)-6-(2-hydroxy-2-methylpropyl)-6-phenyl-3-{(S)-1-[4-(4,4,5,5-tetramethyl-1,3,2-dioxaborolan-2-yl)phenyl]-ethyl}-1,3-oxazinan-2-one), BrC=1C=NN(C1)C1CCOCC1 (4-bromo-1-(tetrahydro-pyran-4-yl)-1H-pyrazole). As a reaction SMILES: [OH:1][C:2]([CH3:35])([CH3:34])[CH2:3][C@@:4]1([C:28]2[CH:33]=[CH:32][CH:31]=[CH:30][CH:29]=2)[O:9][C:8](=[O:10])[N:7]([C@H:11]([C:13]2[CH:18]=[CH:17][C:16](B3OC(C)(C)C(C)(C)O3)=[CH:15][CH:14]=2)[CH3:12])[CH2:6][CH2:5]1.Br[C:37]1[CH:38]=[N:39][N:40]([CH:42]2[CH2:47][CH2:46][O:45][CH2:44][CH2:43]2)[CH:41]=1>>[OH:1][C:2]([CH3:35])([CH3:34])[CH2:3][C@@:4]1([C:28]2[CH:33]=[CH:32][CH:31]=[CH:30][CH:29]=2)[O:9][C:8](=[O:10])[N:7]([C@H:11]([C:13]2[CH:18]=[CH:17][C:16]([C:37]3[CH:38]=[N:39][N:40]([CH:42]4[CH2:47][CH2:46][O:45][CH2:44][CH2:43]4)[CH:41]=3)=[CH:15][CH:14]=2)[CH3:12])[CH2:6][CH2:5]1. Product: OC(C[C@@]1(CCN(C(O1)=O)[C@@H](C)C1=CC=C(C=C1)C=1C=NN(C1)C1CCOCC1)C1=CC=CC=C1)(C)C ((S)-6-(2-Hydroxy-2-methyl-propyl)-6-phenyl-3-((S)-1-{4-[1-(tetrahydro-Pyran-4-yl)-1H-pyrazol-4-yl]-phenyl}-ethyl)-[1,3]oxazinan-2-one). Starting materials: Cc1ccccc1, COC(=O)c1ccc2nc(-c3cc(Cl)nn(COCC[Si](C)(C)C)c3=O)n(COCC[Si](C)(C)C)c2c1, ClCCl. Yields the product C[Si](C)(C)CCOCn1nc(Cl)cc(-c2nc3ccc(C=O)cc3n2COCC[Si](C)(C)C)c1=O. RXN SMILES: [CH3:41][c:42]1[cH:43][cH:44][cH:45][cH:46][cH:47]1.[Cl:1][c:2]1[cH:3][c:4](-[c:17]2[n:18][c:19]3[c:20]([n:21]2[CH2:22][O:23][CH2:24][CH2:25][Si:26]([CH3:27])([CH3:28])[CH3:29])[cH:30][c:31]([C:34](=[O:35])[O:36][CH3:37])[cH:32][cH:33]3)[c:5](=[O:16])[n:6]([CH2:8][O:9][CH2:10][CH2:11][Si:12]([CH3:13])([CH3:14])[CH3:15])[n:7]1.[Cl:38][CH2:39][Cl:40]>>[Cl:1][c:2]1[cH:3][c:4](-[c:17]2[n:18][c:19]3[c:20]([n:21]2[CH2:22][O:23][CH2:24][CH2:25][Si:26]([CH3:27])([CH3:28])[CH3:29])[cH:30][c:31]([CH:34]=[O:35])[cH:32][cH:33]3)[c:5](=[O:16])[n:6]([CH2:8][O:9][CH2:10][CH2:11][Si:12]([CH3:13])([CH3:14])[CH3:15])[n:7]1.